This data is from the Open Reaction Database (ORD), a public repository of structured organic reaction records. The task is: describe an organic reaction: reactants, conditions, products, and yield The reactants are CCN(CC)C(=O)CCl, CS(C)=O, CO, Oc1ccc(Cl)nc1Cl. The product is CCN(CC)C(=O)COc1ccc(Cl)nc1Cl. RXN SMILES: [CH2:14]([CH3:15])[N:16]([C:17]([CH2:18][Cl:19])=[O:20])[CH2:21][CH3:22].[CH3:10][S:11]([CH3:12])=[O:13].[CH3:23][OH:24].[Cl:1][c:2]1[n:3][c:4]([Cl:9])[cH:5][cH:6][c:7]1[OH:8]>>[Cl:1][c:2]1[n:3][c:4]([Cl:9])[cH:5][cH:6][c:7]1[O:8][CH2:18][C:17]([N:16]([CH2:14][CH3:15])[CH2:21][CH3:22])=[O:20].